describe an organic reaction: reactants, conditions, products, and yield From a dataset of the Open Reaction Database (ORD), a public repository of structured organic reaction records. Starting materials: CC(C)(C)[Si](C)(C)Cl, CCC(CC)(c1ccc(O)c(C)c1)c1ccc(-c2ccc(C(=O)OC)o2)c(C)c1, CCOCC, CN(C)C=O, c1c[nH]cn1. The product is CCC(CC)(c1ccc(O[Si](C)(C)C(C)(C)C)c(C)c1)c1ccc(-c2ccc(C(=O)OC)o2)c(C)c1. RXN SMILES: [C:1]([CH3:2])([CH3:3])([CH3:4])[Si:5]([CH3:6])([CH3:7])[Cl:8].[CH3:14][O:15][C:16](=[O:17])[c:18]1[o:19][c:20](-[c:23]2[c:24]([CH3:42])[cH:25][c:26]([C:29]([CH2:30][CH3:31])([c:32]3[cH:33][c:34]([CH3:39])[c:35]([OH:38])[cH:36][cH:37]3)[CH2:40][CH3:41])[cH:27][cH:28]2)[cH:21][cH:22]1.[CH3:43][CH2:44][O:45][CH2:46][CH3:47].[CH3:48][N:49]([CH3:50])[CH:51]=[O:52].[nH:9]1[cH:10][cH:11][n:12][cH:13]1>>[C:1]([CH3:2])([CH3:3])([CH3:4])[Si:5]([CH3:6])([CH3:7])[O:38][c:35]1[c:34]([CH3:39])[cH:33][c:32]([C:29]([c:26]2[cH:25][c:24]([CH3:42])[c:23](-[c:20]3[o:19][c:18]([C:16]([O:15][CH3:14])=[O:17])[cH:22][cH:21]3)[cH:28][cH:27]2)([CH2:30][CH3:31])[CH2:40][CH3:41])[cH:37][cH:36]1. The reactants are BrC=1C=NC=C(C1C)Br (3,5-dibromo-4-methylpyridine), C(#N)[Cu] (CuCN), CCOC(=O)C (EtOAc). The solvent is CN(C)C=O (DMF). The product is BrC=1C(=C(C=NC1)C#N)C (5-bromo-4-methylpyridine-3-carbonitrile). RXN SMILES: Br[C:2]1[CH:3]=[N:4][CH:5]=[C:6]([Br:9])[C:7]=1[CH3:8].[C:10]([Cu])#[N:11].CCOC(C)=O>CN(C=O)C>[Br:9][C:6]1[C:7]([CH3:8])=[C:2]([C:10]#[N:11])[CH:3]=[N:4][CH:5]=1. Procedure: A mixture of 3,5-dibromo-4-methylpyridine (16 g, 64 mmol) and CuCN (6.2 g, 69 mmol) in 150 mL of DMF was refluxed for 4 hours before cooled down. The reaction mixture was poured to 1 L of EtOAc with stirring and the precipitate was removed by filtration. The filtrate was washed with water, brine, dried over anhydrous Na2SO4 and concentrated. The residue was purified by column chromatography to afford 5-bromo-4-methylpyridine-3-carbonitrile. RXN SMILES: [CH3:7][N:8]1[CH2:9][CH2:10][CH2:11][c:12]2[cH:13][c:14]([S:18](=[O:19])(=[O:20])[OH:21])[cH:15][cH:16][c:17]21.[Cl:1][C:2]([C:3]([Cl:4])=[O:5])=[O:6].[Cl:22][CH2:23][Cl:24].[O:25]=[CH:26][N:27]([CH3:28])[CH3:29]>>[Cl:1][S:18]([c:14]1[cH:13][c:12]2[c:17]([cH:16][cH:15]1)[N:8]([CH3:7])[CH2:9][CH2:10][CH2:11]2)(=[O:19])=[O:21]. Yields the product CN1CCCc2cc(S(=O)(=O)Cl)ccc21. The reactants are CN1CCCc2cc(S(=O)(=O)O)ccc21, O=C(Cl)C(=O)Cl, ClCCl, CN(C)C=O. Reported procedure: Into a 12-L flask equipped with magnetic stirring, addition funnel, temperature probe, and nitrogen inlet was charged 0.460 kg ethyl 2-(4-methoxyphenyl)-4-(3,4-methylenedioxyphenyl)-4,5-dihydro-3H -pyrrole-3-carboxylate (1.25 mol). The reaction vessel was degassed with nitrogen. Absolute 3.7 L ethanol and 1.12 L of THF were added. 31 mg bromocresol green and 94.26 g sodium cyanoborohydride (1.5 mol) were added. A solution containing 400 mL absolute ethanol and 200 mL of 12M HCl was then added. T... Reactants: COC1=CC=C(C=C1)C1=NCC(C1C(=O)OCC)C1=CC2=C(C=C1)OCO2 (ethyl 2-(4-methoxyphenyl)-4-(3,4-methylenedioxyphenyl)-4,5-dihydro-3H -pyrrole-3-carboxylate), Cl (HCl), C(#N)[BH3-].[Na+] (sodium cyanoborohydride). Reaction conditions: time 30 minute. The reagents and catalysts are CC1=C(C=C(C(=C1Br)O)Br)C2(C=3C=CC=CC3S(=O)(=O)O2)C=4C=C(C(=C(C4C)Br)O)Br (bromocresol green). Product: COC1=CC=C(C=C1)C1NCC(C1C(=O)OCC)C1=CC2=C(C=C1)OCO2 (Ethyl 2-(4-methoxyphenyl)-4-(3,4-methylenedioxyphenyl)-pyrrolidine 3-carboxylate). Reaction SMILES: [CH3:1][O:2][C:3]1[CH:8]=[CH:7][C:6]([C:9]2[CH:13]([C:14]([O:16][CH2:17][CH3:18])=[O:15])[CH:12]([C:19]3[CH:24]=[CH:23][C:22]4[O:25][CH2:26][O:27][C:21]=4[CH:20]=3)[CH2:11][N:10]=2)=[CH:5][CH:4]=1.C([BH3-])#N.[Na+].Cl>CC1C(Br)=C(O)C(Br)=CC=1C1(C2C=C(Br)C(O)=C(Br)C=2C)OS(=O)(=O)C2C=CC=CC1=2.C(O)C>[CH3:1][O:2][C:3]1[CH:8]=[CH:7][C:6]([CH:9]2[CH:13]([C:14]([O:16][CH2:17][CH3:18])=[O:15])[CH:12]([C:19]3[CH:24]=[CH:23][C:22]4[O:25][CH2:26][O:27][C:21]=4[CH:20]=3)[CH2:11][NH:10]2)=[CH:5][CH:4]=1 |f:1.2|. Isolated yield 96.8%. Solvent: C(C)O (ethanol). Starting materials: C1(=CC=CC=C1)CCCC1CCN(CC1)C[C@H]1CN(C[C@@H]1C1=CC(=CC=C1)F)[C@@H](C(=O)O)CC1CCC1 (2-(R)-(3-(S)-((4-(3-Phenylpropyl)piperidin-1-yl)methyl)-4-(S)-(3-fluorophenyl)pyrrolidin-1-yl)-3-(cyclobutyl)propanoic acid), FC1=C(C(=CC=C1)F)CCCC1CCNCC1 (4-(3-(2,6-difluorophenyl)propyl) piperidine), FC1=C(C(=CC=C1)F)CCCC1CCNCC1 (4-(3-(2,6-Difluorophenyl)propyl)piperidine). The product is FC1=C(C(=CC=C1)F)CCCC1CCN(CC1)C[C@H]1CN(C[C@@H]1C1=CC(=CC=C1)F)[C@@H](C(=O)O)CC1CCC1 (2-(R)(3-(S)-((4-(3-(2,6-Difluorophenyl)propyl)piperidin-1-yl)methyl)-4-(S)-(3-fluorophenyl)pyrrolidin-1-yl)-3-cyclobutylpropanoic acid). As a reaction SMILES: C1(CCCC2CCN([CH2:16][C@@H:17]3[C@@H:21]([C:22]4[CH:27]=[CH:26][CH:25]=[C:24]([F:28])[CH:23]=4)[CH2:20][N:19]([C@H:29]([CH2:33][CH:34]4[CH2:37][CH2:36][CH2:35]4)[C:30]([OH:32])=[O:31])[CH2:18]3)CC2)C=CC=CC=1.[F:38][C:39]1[CH:44]=[CH:43][CH:42]=[C:41]([F:45])[C:40]=1[CH2:46][CH2:47][CH2:48][CH:49]1[CH2:54][CH2:53][NH:52][CH2:51][CH2:50]1>>[F:45][C:41]1[CH:42]=[CH:43][CH:44]=[C:39]([F:38])[C:40]=1[CH2:46][CH2:47][CH2:48][CH:49]1[CH2:50][CH2:51][N:52]([CH2:16][C@@H:17]2[C@@H:21]([C:22]3[CH:27]=[CH:26][CH:25]=[C:24]([F:28])[CH:23]=3)[CH2:20][N:19]([C@H:29]([CH2:33][CH:34]3[CH2:35][CH2:36][CH2:37]3)[C:30]([OH:32])=[O:31])[CH2:18]2)[CH2:53][CH2:54]1. Procedure details: The title compound was prepared from 2-(R)-(3-(R)-formyl-4-(S)-(3-fluorophenyl)pyrrolidin-1-yl)-3-(cyclobutyl)propanoic acid, benzyl ester (from EXAMPLE 26, Step A) and 4-(3-(2,6-difluorophenyl)propyl) piperidine.HCl (from EXAMPLE 114, Step A) using procedures analogous to those described in EXAMPLE 1, Steps J and K to provide the title compound: ESI-MS 543 (M+H); HPLC (YMC ODS-A 4.6×50 mm column, gradient elution using 10:90 v/v CH3CN/H2O+0.1% TFA to 100% CH3CN +0.1% TFA over 2.0 min, hold 1 mi...